This data is from the Open Reaction Database (ORD), a public repository of structured organic reaction records. The task is: describe an organic reaction: reactants, conditions, products, and yield The reactants are C=C(C)C=1N=CC(=NC1)O[C@@H]1C[C@@H]2N(CCN(C2)S(=O)(=O)C2=CC=C(C=C2)C(F)(F)F)C1 ((7R,8aS)-7-{[5-(prop-1-en-2-yl)pyrazin-2-yl]oxy}-2-{[4-(trifluoromethyl)-phenyl]sulfonyl}octahydropyrrolo[1,2-a]pyrazine), [H][H] (hydrogen). Reaction SMILES: [CH2:1]=[C:2]([C:4]1[N:5]=[CH:6][C:7]([O:10][C@H:11]2[CH2:32][N:14]3[CH2:15][CH2:16][N:17]([S:19]([C:22]4[CH:27]=[CH:26][C:25]([C:28]([F:31])([F:30])[F:29])=[CH:24][CH:23]=4)(=[O:21])=[O:20])[CH2:18][C@@H:13]3[CH2:12]2)=[N:8][CH:9]=1)[CH3:3].[H][H]>C(O)C.[OH-].[OH-].[Pd+2]>[CH:2]([C:4]1[N:5]=[CH:6][C:7]([O:10][C@H:11]2[CH2:32][N:14]3[CH2:15][CH2:16][N:17]([S:19]([C:22]4[CH:27]=[CH:26][C:25]([C:28]([F:30])([F:31])[F:29])=[CH:24][CH:23]=4)(=[O:20])=[O:21])[CH2:18][C@@H:13]3[CH2:12]2)=[N:8][CH:9]=1)([CH3:3])[CH3:1] |f:3.4.5|. Procedure: (7R,8aS)-7-{[5-(Prop-1-en-2-yl)pyrazin-2-yl]oxy}-2-{[4-(trifluoromethyl)phenyl]sulfonyl}octahydropyrrolo[1,2-a]pyrazine (240 mg, 0.512 mmol, Example 116) in ethanol (10 mL) was added to 20% palladium hydroxide on carbon (15 mg, 0.11 mmol). The mixture was stirred at room temperature for 16 hours under 30 psi of hydrogen. The mixture was filtered through a nylon membrane and concentrated. The residue was purified by chromatography on silica gel (hexane/ethyl acetate=3:2) to give the title compoun... Isolated yield 90.1%. Reagents/catalysts: [OH-].[OH-].[Pd+2] (palladium hydroxide on carbon). Product: C(C)(C)C=1N=CC(=NC1)O[C@@H]1C[C@@H]2N(CCN(C2)S(=O)(=O)C2=CC=C(C=C2)C(F)(F)F)C1 ((7R,8aS)-7-[(5-isopropylpyrazin-2-yl)oxy]-2-{[4-(trifluoromethyl)-phenyl]sulfonyl}octahydropyrrolo[1,2-a]pyrazine). The solvent is C(C)O (ethanol). Starting materials: C(C)C1=NC2=CC=C(C=C2C(=C1C(=O)N)O)CC (ethyl 6-ethyl-4-hydroxy-3-quinolin-carboxamide), NC=1SCCN1 (2-amino-thiazoline), C(Cl)Cl (methylene chloride), C(C(C)C)[Al](CC(C)C)CC(C)C (triisobutyl aluminum). The solvent is C1(=CC=CC=C1)C (toluene). Conditions: temperature 70 celsius, time 1 hour. Yields the product Cl.S1C(=NCC1)NC(=O)C=1C=NC2=CC=C(C=C2C1O)CC (N-(4,5-dihydro-thiazol-2-yl)-6-ethyl-4-hydroxy-3 -quinoline-carboxamide hydrochloride). As a reaction SMILES: C([Al](CC(C)C)CC(C)C)C(C)C.[NH2:14][C:15]1[S:16][CH2:17][CH2:18][N:19]=1.C(Cl)[Cl:21].C([C:25]1[C:34]([C:35](N)=[O:36])=[C:33]([OH:38])[C:32]2[C:27](=[CH:28][CH:29]=[C:30]([CH2:39][CH3:40])[CH:31]=2)[N:26]=1)C>C1(C)C=CC=CC=1>[ClH:21].[S:16]1[CH2:17][CH2:18][N:19]=[C:15]1[NH:14][C:35]([C:34]1[CH:25]=[N:26][C:27]2[C:32]([C:33]=1[OH:38])=[CH:31][C:30]([CH2:39][CH3:40])=[CH:29][CH:28]=2)=[O:36] |f:5.6|. Reported procedure: 45.36 ml of 1.1 M of triisobutyl aluminum in toluene were added with stirring over 10 minutes at 7° to 10° C. to a mixture of 10.2 g of 2-amino-thiazoline and 500 ml of methylene chloride and the mixture was stirred at 7° to 10° C. for one hour. 4.88 of ethyl 6-ethyl-4-hydroxy-3-quinolin-carboxamide were added to the mixture which was then refluxed for 16 hours. The mixture was evaporated to dryness under reduced pressure and the residue was taken up to 100 ml of aqueous N hydrochloric acid solu... The reactants are COCn1c(C)nc2c(OCc3ccccc3)cc(C(=O)N(C)C)cc21, CC(=O)O, CCO. Yields the product COCn1c(C)nc2c(O)cc(C(=O)N(C)C)cc21. Reaction SMILES: [CH3:1][N:2]([C:3](=[O:4])[c:5]1[cH:6][c:7]2[c:8]([n:9][c:10]([CH3:15])[n:11]2[CH2:12][O:13][CH3:14])[c:16]([O:18][CH2:19][c:20]2[cH:21][cH:22][cH:23][cH:24][cH:25]2)[cH:17]1)[CH3:26].[CH3:27][C:28](=[O:29])[OH:30].[CH3:31][CH2:32][OH:33]>>[CH3:1][N:2]([C:3](=[O:4])[c:5]1[cH:6][c:7]2[c:8]([n:9][c:10]([CH3:15])[n:11]2[CH2:12][O:13][CH3:14])[c:16]([OH:18])[cH:17]1)[CH3:26]. Starting materials: CC(C)(C)[Si](C)(C)Cl, CN(C)C=O, COc1cc(C(C)=O)cc(OC)c1O, c1c[nH]cn1. Product: COc1cc(C(C)=O)cc(OC)c1O[Si](C)(C)C(C)(C)C. Reaction SMILES: [C:15]([CH3:16])([CH3:17])([CH3:18])[Si:19]([CH3:20])([CH3:21])[Cl:22].[CH3:28][N:29]([CH3:30])[CH:31]=[O:32].[OH:1][c:2]1[c:3]([O:13][CH3:14])[cH:4][c:5]([C:10]([CH3:11])=[O:12])[cH:6][c:7]1[O:8][CH3:9].[nH:23]1[cH:24][cH:25][n:26][cH:27]1>>[O:1]([c:2]1[c:3]([O:13][CH3:14])[cH:4][c:5]([C:10]([CH3:11])=[O:12])[cH:6][c:7]1[O:8][CH3:9])[Si:19]([C:15]([CH3:16])([CH3:17])[CH3:18])([CH3:20])[CH3:21]. Product: C(C)C1=C(C(=O)O)C=CC(=C1C)O (2-Ethyl-4-hydroxy-3-methylbenzoic acid). Procedure details: 10.0 g of 2-ethyl-4-methoxy-3-methylbenzoic acid (F1) are suspended in 50 ml of dichloromethane under a nitrogen atmosphere. 29.3 ml of boron tribromide are subsequently slowly added dropwise with cooling in an ice bath. The transparent, red solution obtained is stirred at room temperature for 1 h. The mixture is subsequently carefully poured with stirring into 600 ml of ice-water. The aqueous phase is stirred for 30 min and subsequently extracted twice with 200 ml of ethyl acetate each time. Th... Run in ClCCl (dichloromethane). Reaction conditions: time 1 hour. As a reaction SMILES: [CH2:1]([C:3]1[C:11]([CH3:12])=[C:10]([O:13]C)[CH:9]=[CH:8][C:4]=1[C:5]([OH:7])=[O:6])[CH3:2].B(Br)(Br)Br>ClCCl>[CH2:1]([C:3]1[C:11]([CH3:12])=[C:10]([OH:13])[CH:9]=[CH:8][C:4]=1[C:5]([OH:7])=[O:6])[CH3:2]. Isolated yield 101.0%. Reactants: C(C)C1=C(C(=O)O)C=CC(=C1C)OC (2-ethyl-4-methoxy-3-methylbenzoic acid), B(Br)(Br)Br (boron tribromide), ice water. The reactants are C(C)(=O)O (acetic acid), C1=CC2=NO[N+](=C2C=C1)[O-] (benzofuroxan), C1CCC2=NCCCN2CC1 (DBU), N#CN (cyanamide). Solvent: CC(=O)C (acetone), CC(=O)C (acetone). Conditions: time 5 day. Yields the product C=1C=CC2=C(C1)[N+](=C(N=[N+]2[O-])N)[O-] (tirapazamine). Yield: 42.4%. As a reaction SMILES: [CH:1]1[CH:9]=[CH:8][C:7]2[C:3](=[N:4][O:5][N+:6]=2[O-:10])[CH:2]=1.C1CC[N:19]2[C:14](=[N:15]CCC2)CC1.N#CN.C(O)(=O)C>CC(C)=O>[CH:1]1[CH:9]=[CH:8][C:7]2[N+:6]([O-:10])=[N:15][C:14]([NH2:19])=[N+:4]([O-:5])[C:3]=2[CH:2]=1. Reported procedure: To a solution containing 3.77 g (27.7 mmoles) of benzofuroxan in 8.44 g (55.4 mmoles) of DBU was added portionwise with cooling 2.33 g (55.5 mmoles) of cyanamide. The reaction mixture was stirred at room temperature for 5 days and then diluted with 26 ml of acetone and treated with 4.16 g (69.3 mmoles) of acetic acid. After stirring at room temperature overnight the mixture was further diluted with 30.2 ml of acetone and stirred at room temperature an additional 2.5 hours. The resulting precipit... Starting materials: O (water), C(C)(=O)O (acetic acid), solid, C(C)OC(C[C@H]1N(CCC1)C([C@@H](N[C@@H](CCC1=CC=CC=C1)C(=O)OCC)C)=O)=O (N-(1-(S)-ethoxycarbonyl-3-phenylpropyl)-L-alanyl-(S)-2-pyrrolidineacetic acid ethyl ester), C(CCC)O (1-n-butanol). Solvent: C(C)O (ethanol), [OH-].[Na+] (sodium hydroxide). The product is C(=O)(O)[C@H](CCC1=CC=CC=C1)N[C@@H](C)C(=O)N1[C@@H](CCC1)CC(=O)O (N-[1-(S)-Carboxy-3-phenylpropyl]-L-alanyl-(S)-2-pyrrolidineacetic acid). As a reaction SMILES: C([O:3][C:4](=[O:30])[CH2:5][C@@H:6]1[CH2:10][CH2:9][CH2:8][N:7]1[C:11](=[O:29])[C@H:12]([CH3:28])[NH:13][C@H:14]([C:23]([O:25]CC)=[O:24])[CH2:15][CH2:16][C:17]1[CH:22]=[CH:21][CH:20]=[CH:19][CH:18]=1)C.C(O)CCC.O.C(O)(=O)C>C(O)C.[OH-].[Na+]>[C:23]([C@@H:14]([NH:13][C@H:12]([C:11]([N:7]1[CH2:8][CH2:9][CH2:10][C@H:6]1[CH2:5][C:4]([OH:30])=[O:3])=[O:29])[CH3:28])[CH2:15][CH2:16][C:17]1[CH:22]=[CH:21][CH:20]=[CH:19][CH:18]=1)([OH:25])=[O:24] |f:5.6|. Reported procedure: A solution of N-(1-(S)-ethoxycarbonyl-3-phenylpropyl)-L-alanyl-(S)-2-pyrrolidineacetic acid ethyl ester (87 mg; 0.21 mmol) in 1 ml of ethanol and 1 ml of 1.0N sodium hydroxide was stirred overnight at room temperature. The mixture was concentrated under reduced pressure to remove ethanol, neutralized with dilute hydrochloric acid and poured onto a 80×12 mm column of Dowex 50W×4 ion exchange resin (H+ cycle). The column was eluted with 200 ml water followed by 100 ml of 2.5% pyridine in water. Ev... The reactants are CC1(C)CON(C(C)(C)c2ccc(Br)cc2)C1, [Li]CCCC, C1CCOC1, O=C(Cl)CCCCl. The product is CC1(C)CON(C(C)(C)c2ccc(C(=O)CCCCl)cc2)C1. RXN SMILES: [Br:1][c:2]1[cH:3][cH:4][c:5]([C:8]([N:9]2[O:10][CH2:11][C:12]([CH3:14])([CH3:15])[CH2:13]2)([CH3:16])[CH3:17])[cH:6][cH:7]1.[CH2:18]([Li:19])[CH2:20][CH2:21][CH3:22].[CH2:30]1[O:31][CH2:32][CH2:33][CH2:34]1.[Cl:23][CH2:24][CH2:25][CH2:26][C:27](=[O:28])[Cl:29]>>[c:2]1([C:27]([CH2:26][CH2:25][CH2:24][Cl:23])=[O:28])[cH:3][cH:4][c:5]([C:8]([N:9]2[O:10][CH2:11][C:12]([CH3:14])([CH3:15])[CH2:13]2)([CH3:16])[CH3:17])[cH:6][cH:7]1.